Task: describe an organic reaction: reactants, conditions, products, and yield. Dataset: the Open Reaction Database (ORD), a public repository of structured organic reaction records Starting materials: C(C1=CC=CC=C1)N (benzylamine), ClC=1C2=C(N=C(N1)C1=CC=NO1)SC(=C2C)C (4-chloro-2-(isoxazol-5-yl)-5,6-dimethyl-thieno-[2,3-d]-pyrimidine). The product is O1N=CC=C1C=1N=C(C2=C(N1)SC(=C2C)C)NCC2=CC=CC=C2 (2-(isoxazol-5-yl)-4-benzylamino-5,6-dimethyl-thieno-[2,3-d]-pyrimidine). RXN SMILES: [CH2:1]([NH2:8])[C:2]1[CH:7]=[CH:6][CH:5]=[CH:4][CH:3]=1.Cl[C:10]1[C:11]2[C:23]([CH3:24])=[C:22]([CH3:25])[S:21][C:12]=2[N:13]=[C:14]([C:16]2[O:20][N:19]=[CH:18][CH:17]=2)[N:15]=1>>[O:20]1[C:16]([C:14]2[N:15]=[C:10]([NH:8][CH2:1][C:2]3[CH:7]=[CH:6][CH:5]=[CH:4][CH:3]=3)[C:11]3[C:23]([CH3:24])=[C:22]([CH3:25])[S:21][C:12]=3[N:13]=2)=[CH:17][CH:18]=[N:19]1. Procedure: With the procedure of Example 1, the reaction of benzylamine with 4-chloro-2-(isoxazol-5-yl)-5,6-dimethyl-thieno-[2,3-d]-pyrimidine yields 2-(isoxazol-5-yl)-4-benzylamino-5,6-dimethyl-thieno-[2,3-d]-pyrimidine.